From a dataset of the Open Reaction Database (ORD), a public repository of structured organic reaction records. describe an organic reaction: reactants, conditions, products, and yield The reactants are base, N (ammonia), [Cl-].[NH4+] (ammonium chloride), Cl (hydrochloride), CN(C)C(C1C(CCCC1)=O)C1=C(C=CC=C1)C (2-(dimethylamino-o-tolylmethyl) cyclohexanone), C1(=CC=CC=C1)[Mg]Cl (phenylmagnesium chloride). Run in O1CCCC1 (tetrahydrofuran), O (water). Conditions: time 15 hour. Product: crude base, Cl.CN(C)C(C1C(CCCC1)(O)C1=CC=CC=C1)C1=C(C=CC=C1)C (2-(dimethylamino-o-tolylmethyl)-1-phenylcyclohexanol, hydrochloride). The yield is 53.7%. As a reaction SMILES: Cl.[CH3:2][N:3]([CH:5]([C:13]1[CH:18]=[CH:17][CH:16]=[CH:15][C:14]=1[CH3:19])[CH:6]1[CH2:11][CH2:10][CH2:9][CH2:8][C:7]1=[O:12])[CH3:4].N.[C:21]1([Mg][Cl:28])[CH:26]=[CH:25][CH:24]=[CH:23][CH:22]=1.[Cl-].[NH4+]>O1CCCC1.O>[ClH:28].[CH3:4][N:3]([CH:5]([C:13]1[CH:18]=[CH:17][CH:16]=[CH:15][C:14]=1[CH3:19])[CH:6]1[CH2:11][CH2:10][CH2:9][CH2:8][C:7]1([C:21]1[CH:26]=[CH:25][CH:24]=[CH:23][CH:22]=1)[OH:12])[CH3:2] |f:4.5,8.9|. Procedure: The base was freed from 3.0g (10.6 mmole) of the hydrochloride of 2-(dimethylamino-o-tolylmethyl) cyclohexanone obtained according to stage 1 with 30 ml of water and 5 ml of ammonia solution (25 vol. %), extracted three times with 30 ml of ether each time, and the combined organic extracts were dried over sodium sulfate, filtered, and concentrated by evaporation on a rotary evaporator without heating (500 to 10 mbar). 2.50 g (10.2 mmole) of this base were dissolved in 15 ml of tetrahydrofuran, a... Reactants: CN1C(CCCCC1)=O (N-methyl-caprolactam), [OH-].[Ba+2].[OH-] (barium hydroxide). Run in O (water). Reaction conditions: temperature 110 celsius. The product is CNCCCCCC(=O)O (6-(methylamino)hexanoic acid). Yield: 102.3%. As a reaction SMILES: [CH3:1][N:2]1[CH2:8][CH2:7][CH2:6][CH2:5][CH2:4][C:3]1=[O:9].[OH-:10].[Ba+2].[OH-]>O>[CH3:1][NH:2][CH2:8][CH2:7][CH2:6][CH2:5][CH2:4][C:3]([OH:9])=[O:10] |f:1.2.3|. Procedure details: N-methyl-caprolactam (15 g, 118 mmol) was combined with barium hydroxide (10.1 g, 72 mmol) and water (150 ml). The suspension was warmed to 110° C. for 18 hours then cooled over an ice bath. Gaseous carbon dioxide was bubbled through the solution for 20 minutes. The suspension was filtered through a celite pad and the filtrate was concentrated to dryness. The residue was triturated with acetonitrile, collected, rinsed with ether and dried in vacuo to yield 6-(methylamino)hexanoic acid as a white... The reactants are NCCN[C@@H]1CC[C@H](CC1)CC(=O)N[C@@H]1B(OC2=C(C1)C=CC=C2C(=O)O)O ((R)-3-(2-(trans-4-(2-aminoethylamino)cyclohexyl)acetamido)-2-hydroxy-3,4-dihydro-2H-benzo[e][1,2]oxaborinine-8-carboxylic acid), C(C)=O (acetaldehyde). The product is C(C)NCCN[C@@H]1CC[C@H](CC1)CC(=O)N[C@@H]1B(OC2=C(C1)C=CC=C2C(=O)O)O ((R)-3-(2-(trans-4-(2-(ethylamino)ethylamino)cyclohexyl)acetamido)-2-hydroxy-3,4-dihydro-2H-benzo[e][1,2]oxaborinine-8-carboxylic acid). As a reaction SMILES: [NH2:1][CH2:2][CH2:3][NH:4][C@H:5]1[CH2:10][CH2:9][C@H:8]([CH2:11][C:12]([NH:14][C@H:15]2[CH2:20][C:19]3[CH:21]=[CH:22][CH:23]=[C:24]([C:25]([OH:27])=[O:26])[C:18]=3[O:17][B:16]2[OH:28])=[O:13])[CH2:7][CH2:6]1.[CH:29](=O)[CH3:30]>>[CH2:29]([NH:1][CH2:2][CH2:3][NH:4][C@H:5]1[CH2:10][CH2:9][C@H:8]([CH2:11][C:12]([NH:14][C@H:15]2[CH2:20][C:19]3[CH:21]=[CH:22][CH:23]=[C:24]([C:25]([OH:27])=[O:26])[C:18]=3[O:17][B:16]2[OH:28])=[O:13])[CH2:7][CH2:6]1)[CH3:30]. Procedure details: Prepared from (R)-3-(2-(trans-4-(2-aminoethylamino)cyclohexyl)acetamido)-2-hydroxy-3,4-dihydro-2H-benzo[e][1,2]oxaborinine-8-carboxylic acid and acetaldehyde following the procedure described in Example 71. The product was purified using reverse phase HPLC to afford the titled compound. ESI-MS m/z 418 (MH)+. The reactants are 11, ClCCCC#N (4-chlorobutanenitrile), Br.Br.FC1=CC=C(C=C1)CN1C(=NC2=C1C=CC=C2)NC2CCNCC2 (1-(4-fluorophenylmethyl)-N-(4-piperidinyl)-1H-benzimidazol-2-amine dihydrobromide), C([O-])([O-])=O.[Na+].[Na+] (sodium carbonate), CN(C)C=O (DMF). Run in O (water). Run at temperature 70 celsius. The product is FC1=CC=C(C=C1)CN1C(=NC2=C1C=CC=C2)NC2CCN(CC2)CCCC#N (4-[[1-[(4-fluorophenyl)methyl]-1H-benzimidazol-2-yl]amino]-1-piperidinebutanenitrile). The yield is 80.0%. As a reaction SMILES: Cl[CH2:2][CH2:3][CH2:4][C:5]#[N:6].Br.Br.[F:9][C:10]1[CH:15]=[CH:14][C:13]([CH2:16][N:17]2[C:21]3[CH:22]=[CH:23][CH:24]=[CH:25][C:20]=3[N:19]=[C:18]2[NH:26][CH:27]2[CH2:32][CH2:31][NH:30][CH2:29][CH2:28]2)=[CH:12][CH:11]=1.C(=O)([O-])[O-].[Na+].[Na+].CN(C=O)C>O>[F:9][C:10]1[CH:15]=[CH:14][C:13]([CH2:16][N:17]2[C:21]3[CH:22]=[CH:23][CH:24]=[CH:25][C:20]=3[N:19]=[C:18]2[NH:26][CH:27]2[CH2:28][CH2:29][N:30]([CH2:2][CH2:3][CH2:4][C:5]#[N:6])[CH2:31][CH2:32]2)=[CH:12][CH:11]=1 |f:1.2.3,4.5.6|. Procedure details: A mixture of 11 parts of 4-chlorobutanenitrile, 48.5 parts of 1-(4-fluorophenylmethyl)-N-(4-piperidinyl)-1H-benzimidazol-2-amine dihydrobromide, 30 parts of sodium carbonate and 270 parts of DMF was stirred and heated overnight at 70° C. The reaction mixture was poured into water and the product was extracted with trichloromethane. The extract was dried, filtered and evaporated. The residue was crystallized twice from a mixture of 4-methyl-2-pentanone and 2,2'-oxybispropane, yielding 2.2 parts (... Reactants: CN(C)C=O, CN(C)C(=O)CCl, [H-], [H][H], [Na+], O, S=c1[nH]c2ccccc2cc1-c1ccccc1. The product is CN(C)C(=O)CSc1nc2ccccc2cc1-c1ccccc1. Reaction SMILES: [CH3:29][N:30]([CH3:31])[CH:32]=[O:33].[Cl:22][CH2:23][C:24](=[O:25])[N:26]([CH3:27])[CH3:28].[H-:18].[H:20][H:21].[Na+:19].[OH2:34].[c:1]1(-[c:7]2[c:8](=[S:17])[nH:9][c:10]3[cH:11][cH:12][cH:13][cH:14][c:15]3[cH:16]2)[cH:2][cH:3][cH:4][cH:5][cH:6]1>>[c:1]1(-[c:7]2[c:8]([S:17][CH2:23][C:24](=[O:25])[N:26]([CH3:27])[CH3:28])[n:9][c:10]3[cH:11][cH:12][cH:13][cH:14][c:15]3[cH:16]2)[cH:2][cH:3][cH:4][cH:5][cH:6]1. Yields the product O=C1Nc2cc(Br)cnc2N2CCCC12. As a reaction SMILES: [Br:1][c:2]1[cH:3][c:4]([N+:18]([O-:15])=[O:16])[c:5]([N:8]2[CH:9]([C:13](=[O:14])[O:17][CH2:19][CH3:20])[CH2:10][CH2:11][CH2:12]2)[n:6][cH:7]1.[Cl:43][CH2:44][Cl:45].[P:21]([O:22][c:23]1[cH:24][cH:25][cH:26][cH:27][cH:28]1)([O:29][c:30]1[cH:31][cH:32][cH:33][cH:34][cH:35]1)[O:36][c:37]1[cH:38][cH:39][cH:40][cH:41][cH:42]1>>[Br:1][c:2]1[cH:3][c:4]2[c:5]([n:6][cH:7]1)[N:8]1[CH:9]([CH2:10][CH2:11][CH2:12]1)[C:13](=[O:14])[NH:18]2. Starting materials: CCOC(=O)C1CCCN1c1ncc(Br)cc1[N+](=O)[O-], ClCCl, c1ccc(OP(Oc2ccccc2)Oc2ccccc2)cc1. The reactants are C(C=C(C)C)C1=CC=C(C=C1)C(C#N)C (2-(p-prenylphenyl)propionitrile), [OH-].[Na+] (sodium hydroxide), O (water). Solvent: CO (methanol). Reaction conditions: time 8 hour. The product is C(C=C(C)C)C1=CC=C(C=C1)C(C(=O)O)C (2-(p-prenylphenyl)propionic acid). RXN SMILES: [CH2:1]([C:6]1[CH:11]=[CH:10][C:9]([CH:12]([CH3:15])[C:13]#N)=[CH:8][CH:7]=1)[CH:2]=[C:3]([CH3:5])[CH3:4].[OH-:16].[Na+].[OH2:18]>CO>[CH2:1]([C:6]1[CH:11]=[CH:10][C:9]([CH:12]([CH3:15])[C:13]([OH:18])=[O:16])=[CH:8][CH:7]=1)[CH:2]=[C:3]([CH3:5])[CH3:4] |f:1.2|. Procedure: A mixture of 16.4 g of 2-(p-prenylphenyl)propionitrile, 60 g of sodium hydroxide, 100 ml of water and 120 ml of methanol was stirred at 70°-75° C. for 8 hours. The resulting solution was concentrated and acidified with dilute hydrochloric acid, followed by extraction with ethyl ether and washing with water. The ethereal solution was extracted with 5% aqueous potassium hydroxide solution. The aqueous layer was acidified with dilute hydrochloric acid, and extracted with ether, which was then washe...